This data is from the Open Reaction Database (ORD), a public repository of structured organic reaction records. The task is: describe an organic reaction: reactants, conditions, products, and yield Starting materials: COc1ccc(C=O)cc1, Cl, COP([O-])OC. Product: COc1ccc(C(O)P(=O)(OC)OC)cc1. RXN SMILES: [CH3:7][O:8][c:9]1[cH:10][cH:11][c:12]([CH:13]=[O:14])[cH:15][cH:16]1.[ClH:17].[P:1]([O:2][CH3:3])([O:4][CH3:5])[O-:6]>>[P:1]([O:2][CH3:3])([O:4][CH3:5])(=[O:6])[CH:13]([c:12]1[cH:11][cH:10][c:9]([O:8][CH3:7])[cH:16][cH:15]1)[OH:14]. Starting materials: ClCC/C(=C(/C1=CC=C(C=C1)OCCNC)\C1=CC=C(C=C1)OCC1=CC=CC=C1)/C1=CC=CC=C1 (Z-4-chloro-1-(4-benzyloxyphenyl)-2-phenyl-1-[4-[2-(N-methylamino)ethoxy]phenyl]-1-butene). The reagents and catalysts are Pd--C. Solvent: C(C)O.C(C)OC(C)=O (ethanol ethylacetate). The product is ClCC/C(=C(/C1=CC=C(C=C1)OCCNC)\C1=CC=C(C=C1)O)/C1=CC=CC=C1 (Z-4-chloro-1-(4-hydroxyphenyl)-2-phenyl-1-[4-[2-(N-methylamino)-ethoxy]phenyl]-1-butene). As a reaction SMILES: [Cl:1][CH2:2][CH2:3]/[C:4](/[C:31]1[CH:36]=[CH:35][CH:34]=[CH:33][CH:32]=1)=[C:5](\[C:17]1[CH:22]=[CH:21][C:20]([O:23]CC2C=CC=CC=2)=[CH:19][CH:18]=1)/[C:6]1[CH:11]=[CH:10][C:9]([O:12][CH2:13][CH2:14][NH:15][CH3:16])=[CH:8][CH:7]=1>C(O)C.C(OC(=O)C)C>[Cl:1][CH2:2][CH2:3]/[C:4](/[C:31]1[CH:32]=[CH:33][CH:34]=[CH:35][CH:36]=1)=[C:5](\[C:17]1[CH:18]=[CH:19][C:20]([OH:23])=[CH:21][CH:22]=1)/[C:6]1[CH:7]=[CH:8][C:9]([O:12][CH2:13][CH2:14][NH:15][CH3:16])=[CH:10][CH:11]=1 |f:1.2|. Procedure: 5.99 g of Z-4-chloro-1-(4-benzyloxyphenyl)-2-phenyl-1-[4-[2-(N-methylamino)ethoxy]phenyl]-1-butene is hydrogenated in ethanol-ethylacetate (1:1) using 10% Pd--C as a catalyst. The catalyst is filtered off and the solvents are evaporated. The residue is recrystallized from ethanol-water (1:1). The yield is 3.21 g (66%). Reactants: [OH-].[Na+] (sodium hydroxide), COC(=O)C=1N=C(N2C1CN(CC2)C(C[C@@H](CC2=C(C=C(C(=C2)F)F)F)NC(=O)OC(C)(C)C)=O)C(F)(F)F ((R)-7-[3-tert-Butoxycarbonylamino-4-(2,4,5-trifluoro-phenyl)-butyryl]-3-trifluoromethyl-5,6,7,8-tetrahydro-imidazo[1,5-a]pyrazine-1-carboxylic acid methyl ester), Cl (hydrochloric acid). As a reaction SMILES: C[O:2][C:3]([C:5]1[N:6]=[C:7]([C:36]([F:39])([F:38])[F:37])[N:8]2[CH2:13][CH2:12][N:11]([C:14](=[O:35])[CH2:15][C@H:16]([NH:27][C:28]([O:30][C:31]([CH3:34])([CH3:33])[CH3:32])=[O:29])[CH2:17][C:18]3[CH:23]=[C:22]([F:24])[C:21]([F:25])=[CH:20][C:19]=3[F:26])[CH2:10][C:9]=12)=[O:4].[OH-].[Na+].Cl>CO>[C:31]([O:30][C:28]([NH:27][C@H:16]([CH2:17][C:18]1[CH:23]=[C:22]([F:24])[C:21]([F:25])=[CH:20][C:19]=1[F:26])[CH2:15][C:14]([N:11]1[CH2:12][CH2:13][N:8]2[C:7]([C:36]([F:38])([F:39])[F:37])=[N:6][C:5]([C:3]([OH:4])=[O:2])=[C:9]2[CH2:10]1)=[O:35])=[O:29])([CH3:34])([CH3:32])[CH3:33] |f:1.2|. Yields the product C(C)(C)(C)OC(=O)N[C@@H](CC(=O)N1CC=2N(CC1)C(=NC2C(=O)O)C(F)(F)F)CC2=C(C=C(C(=C2)F)F)F ((R)-7-[3-tert-butoxycarbonylamino-4-(2,4,5-trifluoro-phenyl)-butyryl]-3-trifluoromethyl-5,6,7,8-tetrahydro-imidazo[1,5-a]pyrazine-1-carboxylic acid). Procedure details: (R)-7-[3-tert-Butoxycarbonylamino-4-(2,4,5-trifluoro-phenyl)-butyryl]-3-trifluoromethyl-5,6,7,8-tetrahydro-imidazo[1,5-a]pyrazine-1-carboxylic acid methyl ester 1n (2.0 g, 3.5 mmol) was dissolved in 50 mL of methanol under stirring, and 4 N sodium hydroxide solution (30 mL) was added to the solution. The reaction mixture was reacted at room temperature for an hour until thin lay chromatography showed the starting material disappeared, and was adjusted to pH 3 with a 2 N hydrochloric acid solutio... Isolated yield 98.6%. Solvent: CO (methanol).